Dataset: the Open Reaction Database (ORD), a public repository of structured organic reaction records. Task: describe an organic reaction: reactants, conditions, products, and yield The reactants are CI, CCO, [Na+], [OH-], c1cncc(-c2nnn[nH]2)c1. Yields the product Cn1nnc(-c2cccnc2)n1. Reaction SMILES: [CH3:14][I:15].[CH3:16][CH2:17][OH:18].[Na+:13].[OH-:12].[n:1]1[cH:2][c:3](-[c:7]2[n:8][n:9][n:10][nH:11]2)[cH:4][cH:5][cH:6]1>>[n:1]1[cH:2][c:3](-[c:7]2[n:8][n:9]([CH3:14])[n:10][n:11]2)[cH:4][cH:5][cH:6]1. Reactants: ClC=1C=C(C=CC1Cl)C1=NOC(C1)CC(=O)O ([3-(3,4-dichloro-phenyl)-4,5-dihydro-isoxazol-5-yl]-acetic acid), Cl (hydrogen chloride), C(C)(=O)Cl (Acetyl chloride), [Na+].[Cl-] (NaCl). Run in CO (MeOH), CO (MeOH). Reaction conditions: time 90 minute. Yields the product COC(CC1CC(=NO1)C1=CC(=C(C=C1)Cl)Cl)=O ([3-(3,4-dichloro-phenyl)-4,5-dihydro-isoxazol-5-yl]-acetic acid methyl ester). As a reaction SMILES: [C:1](Cl)(=O)C.[Na+].[Cl-].[Cl:7][C:8]1[CH:9]=[C:10]([C:15]2[CH2:19][CH:18]([CH2:20][C:21]([OH:23])=[O:22])[O:17][N:16]=2)[CH:11]=[CH:12][C:13]=1[Cl:14].Cl>CO>[CH3:1][O:22][C:21](=[O:23])[CH2:20][CH:18]1[O:17][N:16]=[C:15]([C:10]2[CH:11]=[CH:12][C:13]([Cl:14])=[C:8]([Cl:7])[CH:9]=2)[CH2:19]1 |f:1.2|. Procedure: Acetyl chloride (5 eq) was added to MeOH (50 vol) externally cooled with a mixture saturated aqueous NaCl solution and ice. After 10 minutes the solution was warmed to room temperature. After a further 90 minutes, [3-(3,4-dichloro-phenyl)-4,5-dihydro-isoxazol-5-yl]-acetic acid (1.0 eq) in MeOH (25 vol) was added to the hydrogen chloride methanolic solution and stirred for 16 hours. The solvent was concentrated under reduced pressure and the residue was purified by flash column chromatography (el...